From a dataset of the Open Reaction Database (ORD), a public repository of structured organic reaction records. describe an organic reaction: reactants, conditions, products, and yield The reactants are C=1N=C(C2=C(N1)N(C=N2)[C@H]3[C@@H]([C@H]4[C@H](O3)COP(=O)(O4)O)O)N (cAMP), N1(C)C(=O)N(C)C=2N=CNC2C1=O (theophylline), CC(=O)NC=1C=CC(=CC1)O (acetaminophen), C=1N=C(C2=C(N1)N(C=N2)[C@H]3[C@@H]([C@H]4[C@H](O3)COP(=O)(O4)O)O)N (cAMP), C1=CC(=C(C=C1C(=O)NC=2C(=CN=CC2Cl)Cl)OCC3CC3)OC(F)F (roflumilast). Product: C1=CC(=C2C3=C1C[C@@H]4[C@]5([C@]3(CCN4CC6CC6)[C@@H](O2)C(=O)CC5)O)O (naltrexone). As a reaction SMILES: C1N=C(N)C2N=CN([C@@H]3O[C@@H:13]4[CH2:15]OP(O)(O[C@H:12]4[C@H]3O)=O)C=2N=1.[CH:23]1[C:28]([C:29](NC2C(Cl)=CN=CC=2Cl)=O)=[CH:27][C:26]([O:40]CC2CC2)=[C:25]([O:45]C(F)F)[CH:24]=1.N1([C:60](=[O:61])[C:59]2[NH:58][CH:57]=N[C:55]=2N(C)C1=O)C.CC(N[C:66]1[CH:67]=[CH:68][C:69]([OH:72])=[CH:70][CH:71]=1)=O>>[CH:71]1[C:66]2[CH2:55][C@H:59]3[N:58]([CH2:57][CH:12]4[CH2:13][CH2:15]4)[CH2:29][CH2:28][C@:27]45[C@H:26]([C:25]([CH2:24][CH2:23][C@@:60]34[OH:61])=[O:45])[O:40][C:68]([C:67]=25)=[C:69]([OH:72])[CH:70]=1. Reported procedure: Normal homeostasis maintains an adaptive balance between the Excitatory and Inhibitory Modes in the Bimodally-Acting Opioid Receptors. In the absence of injury or stress, Opioid Receptors are generally in the Inhibitory Mode. Normal levels of Endogenous Opioids, (i.e., endorphins), are homeostatically maintained, producing a generally positive Hedonic Tone, including a sense of calm and well being Normal Acute Pain Acute injury or stress triggers Acute Reflexive Pain Signals mediated by non-opio... Reactants: C(C)(=O)C(=CS(=O)(=O)NC(C)C)C1=CC(=CC=C1)[N+](=O)[O-] (α-acetyl-N-isopropyl-3-nitrostyrenesulfonamide), C(CC)OCCOC(\C=C(\C)/N)=O (3-aminocrotonic acid 2-propoxyethyl ester), DL-camphor-10-sulfonic acid, C(C)(C)O (isopropanol). Product: C(CC)OCCOC(C1=C(NC(=C(C1C1=CC(=CC=C1)[N+](=O)[O-])S(NC(C)C)(=O)=O)C)C)=O (5-(isopropylsulfamoyl)-1,4-dihydro-2.6-dimethyl-4-(3 -nitrophenyl)nicotinic acid 2-propoxyethyl ester). The yield is 21.0%. RXN SMILES: C([C:4]([C:13]1[CH:18]=[CH:17][CH:16]=[C:15]([N+:19]([O-:21])=[O:20])[CH:14]=1)=[CH:5][S:6]([NH:9][CH:10]([CH3:12])[CH3:11])(=[O:8])=[O:7])(=O)C.[CH2:22]([O:25][CH2:26][CH2:27][O:28][C:29](=[O:34])/[CH:30]=[C:31](\[NH2:33])/[CH3:32])[CH2:23][CH3:24].[CH:35](O)(C)[CH3:36]>>[CH2:22]([O:25][CH2:26][CH2:27][O:28][C:29](=[O:34])[C:30]1[CH:4]([C:13]2[CH:18]=[CH:17][CH:16]=[C:15]([N+:19]([O-:21])=[O:20])[CH:14]=2)[C:5]([S:6](=[O:7])(=[O:8])[NH:9][CH:10]([CH3:11])[CH3:12])=[C:35]([CH3:36])[NH:33][C:31]=1[CH3:32])[CH2:23][CH3:24]. Procedure details: A solution of 3.12 g (0.01 mol) of α-acetyl-N-isopropyl-3-nitrostyrenesulfonamide in 30 ml of isopropanol is treated with 1.87 g (0.01 mol) of 3-aminocrotonic acid 2-propoxyethyl ester and 1.16 g (0.005 mol) of DL-camphor-10-sulfonic acid in accordance with the procedure described in Example 1. After chromatography on silica gel with methylene chloride/ethyl acetate (4:1) as the elution agent the crude product is recrystallized from isopropanol. There is obtained 1.0 g (21%) of 5-(isopropylsulfa... Reactants: O (water), [OH-].[Na+] (sodium hydroxide), CC1=CC=C(C=C1)S(=O)(=O)OC[C@H]1OC[C@@H](OC1)C=C (((2S,5S)-5-vinyl-1,4-dioxan-2-yl)methyl 4-methylbenzenesulfonate). Reagents/catalysts: C(C)(=O)[O-].C(CCC)[N+](CCCC)(CCCC)CCCC (tetrabutylammonium acetate). Run in CN(C=O)C (dimethylformamide), CCOC(=O)C (EtOAc). Run at time 20 minute. The product is C(=C)[C@@H]1OC[C@H](OC1)CO (((2R,5S)-5-vinyl-1,4-dioxan-2-yl)methanol). Reaction SMILES: CC1C=CC(S([O:11][CH2:12][C@@H:13]2[CH2:18][O:17][C@@H:16]([CH:19]=[CH2:20])[CH2:15][O:14]2)(=O)=O)=CC=1.O.[OH-].[Na+]>C([O-])(=O)C.C([N+](CCCC)(CCCC)CCCC)CCC.CN(C)C=O.CCOC(C)=O>[CH:19]([C@H:16]1[CH2:15][O:14][C@H:13]([CH2:12][OH:11])[CH2:18][O:17]1)=[CH2:20] |f:2.3,4.5|. Procedure details: A solution of ((2S,5S)-5-vinyl-1,4-dioxan-2-yl)methyl 4-methylbenzenesulfonate (2.0 g, 6.70 mmol, Preparation #11) and tetrabutylammonium acetate (2.63 g, 8.71 mmol) in dimethylformamide (5 mL) were heated at about 70° C. for about 3 h. The reaction mixture was cooled to RT and the reaction vessel was charged sequentially with water (2 mL) and 1.0 N aqueous sodium hydroxide (4.0 mL). After stirring for about 20 min at RT, the mixture was diluted with EtOAc with (20 mL) and washed with brine solu...